This data is from the Open Reaction Database (ORD), a public repository of structured organic reaction records. The task is: describe an organic reaction: reactants, conditions, products, and yield The solvent is ClCCCl (1,2-dichloroethane), S(=S)(=O)([O-])[O-].[Na+].[Na+] (sodium thiosulfate). The yield is 72.3%. Yields the product NC1=C(C(=NC(=C1F)C1=CC=C(C=C1)I)C(=O)OC)Cl (Methyl 4-amino-6-(4-iodophenyl)-3-chloro-5-fluoropicolinate). Reaction SMILES: [I:1]Cl.[NH2:3][C:4]1[C:9]([F:10])=[C:8]([C:11]2[CH:16]=[CH:15][C:14]([Si](C)(C)C)=[CH:13][CH:12]=2)[N:7]=[C:6]([C:21]([O:23][CH3:24])=[O:22])[C:5]=1[Cl:25]>ClCCCl.S([O-])([O-])(=O)=S.[Na+].[Na+]>[NH2:3][C:4]1[C:9]([F:10])=[C:8]([C:11]2[CH:16]=[CH:15][C:14]([I:1])=[CH:13][CH:12]=2)[N:7]=[C:6]([C:21]([O:23][CH3:24])=[O:22])[C:5]=1[Cl:25] |f:3.4.5|. Procedure: Iodine monochloride (280 mg, 1.7 mmol, 2.0 equiv) was added to a stirred solution of methyl 4-amino-3-chloro-5-fluoro-6-(4-(trimethylsilyl)phenyl)picolinate (300 mg, 0.85 mmol, 1.0 equiv) in 1,2-dichloroethane (5.7 mL) at 23° C. The resulting brown solution was stirred at 23° C. for 17 h. The reaction mixture was diluted with saturated solution of sodium thiosulfate (100 mL) and extracted with dichloromethane (4×40 mL). The combined organic layers were dried (magnesium sulfate), gravity filtered... Conditions: temperature 23 celsius, time 17 hour. Starting materials: ICl (Iodine monochloride), NC1=C(C(=NC(=C1F)C1=CC=C(C=C1)[Si](C)(C)C)C(=O)OC)Cl (methyl 4-amino-3-chloro-5-fluoro-6-(4-(trimethylsilyl)phenyl)picolinate). The reactants are NC1C2CC3CC1CN(C3)C2, O=C(O)c1cccc(O)c1. The product is O=C(NC1C2CC3CC1CN(C3)C2)c1cccc(O)c1. RXN SMILES: [N:1]12[CH2:2][CH:3]3[CH:4]([NH2:11])[CH:5]([CH2:6][CH:7]([CH2:8]1)[CH2:9]3)[CH2:10]2.[OH:12][C:13](=[O:14])[c:15]1[cH:16][cH:17][cH:18][c:19]([OH:20])[cH:21]1>>[N:1]12[CH2:2][CH:3]3[CH:4]([NH:11][C:13](=[O:12])[c:15]4[cH:16][cH:17][cH:18][c:19]([OH:20])[cH:21]4)[CH:5]([CH2:6][CH:7]([CH2:8]1)[CH2:9]3)[CH2:10]2. Reactants: O.N (ammonia water), CN1N=CC2=C(C1=O)N=CN2C(=O)OC(C)(C)C (t-butyl 5-methyl-4-oxo-4,5-dihydroimidazo[4,5-d]pyridazine-1-carboxylate), ClC(C(Cl)(Cl)Cl)(Cl)Cl (hexachloroethane), C[Si]([N-][Si](C)(C)C)(C)C.[Li+] (lithium hexamethyldisilazide). Run in O1CCCC1 (tetrahydrofuran). Reaction conditions: time 30 minute. The product is ClC1=NC2=C(C=NN(C2=O)C)N1 (2-Chloro-5-methyl-1,5-dihydroimidazo[4,5-d]pyridazin-4-one). Yield: 83.1%. As a reaction SMILES: C[Si](C)(C)[N-][Si](C)(C)C.[Li+].[CH3:11][N:12]1[C:17](=[O:18])[C:16]2[N:19]=[CH:20][N:21](C(OC(C)(C)C)=O)[C:15]=2[CH:14]=[N:13]1.[Cl:29]C(Cl)(Cl)C(Cl)(Cl)Cl.O.N>O1CCCC1>[Cl:29][C:20]1[NH:21][C:15]2[CH:14]=[N:13][N:12]([CH3:11])[C:17](=[O:18])[C:16]=2[N:19]=1 |f:0.1,4.5|. Reported procedure: 8.4 ml of lithium hexamethyldisilazide (1.0 M tetrahydrofuran solution) was added dropwise over one hour to a 300-ml tetrahydrofuran solution containing 1.68 g of t-butyl 5-methyl-4-oxo-4,5-dihydroimidazo[4,5-d]pyridazine-1-carboxylate and 4.15 g of hexachloroethane under a nitrogen atmosphere at 0° C. The resulting mixture was stirred for 30 minutes. 2N ammonia water was added to the solution, and the mixture was stirred for three hours. Then, the reaction solution was concentrated to 50 ml, an... The reactants are ClC=1C=C(C=CC1Cl)[C@@H](CN(C(OC(C)(C)C)=O)C)CCN1CC(C1)N1CCC(CC1)O (tert-butyl {(2S)-2-(3,4-dichlorophenyl)-4-[3-(4-hydroxypiperidin-1-yl)azetidin-1-yl]butyl}methylcarbamate), FC1=CC=C(C=C1)C(CN(C(OC(C)(C)C)=O)C)CCN1CC(C1)N1CCSCC1 (tert-butyl [2-(4-fluorophenyl)-4-(3-thiomorpholin-4-ylazetidin-1-yl)butyl]methylcarbamate). The product is Cl.Cl.ClC=1C=C(C=CC1Cl)[C@H](CCN1CC(C1)N1CCC(CC1)O)CNC (1-{1-[(3S)-3-(3,4-Dichlorophenyl)-4-(methylamino)butyl]azetidin-3-yl}piperidin-4-ol dihydrochloride). RXN SMILES: [Cl:1][C:2]1[CH:3]=[C:4]([C@H:9]([CH2:20][CH2:21][N:22]2[CH2:25][CH:24]([N:26]3[CH2:31][CH2:30][CH:29]([OH:32])[CH2:28][CH2:27]3)[CH2:23]2)[CH2:10][N:11](C)[C:12](=O)OC(C)(C)C)[CH:5]=[CH:6][C:7]=1[Cl:8].FC1C=CC(C(CCN2CC(N3CCSCC3)C2)CN(C)C(=O)OC(C)(C)C)=CC=1>>[ClH:1].[ClH:1].[Cl:1][C:2]1[CH:3]=[C:4]([C@@H:9]([CH2:10][NH:11][CH3:12])[CH2:20][CH2:21][N:22]2[CH2:25][CH:24]([N:26]3[CH2:31][CH2:30][CH:29]([OH:32])[CH2:28][CH2:27]3)[CH2:23]2)[CH:5]=[CH:6][C:7]=1[Cl:8] |f:2.3.4|. Procedure: The compound was synthesized in an analogous way to that of Method 3e but using tert-butyl {(2S)-2-(3,4-dichlorophenyl)-4-[3-(4-hydroxypiperidin-1-yl)azetidin-1-yl]butyl}methylcarbamate rather than tert-butyl [2-(4-fluorophenyl)-4-(3-thiomorpholin-4-ylazetidin-1-yl)butyl]methylcarbamate (yield, 100%). 1H NMR (500 MHz, CD3OD): 1.8-2.2 (m, 6H), 2.7 (s, 3H), 3.2-4.8 (cm, 17H), 7.4 (dd, 1H), 7.6-7.7 (m, 2H), LCMS: m/z 387 (M+1)+. Yields the product C(CCCCCCCCCCC)C=1N=NN(N1)C(C(=O)OCC)C(C)C (ethyl (±)-5-dodecyl-α-(1-methylethyl)-2H-tetrazole-2-acetate). RXN SMILES: [CH2:1]([C:13]1[NH:17][N:16]=[N:15][N:14]=1)[CH2:2][CH2:3][CH2:4][CH2:5][CH2:6][CH2:7][CH2:8][CH2:9][CH2:10][CH2:11][CH3:12].C(C1NN=NN=1)CCCCCCCCC.[CH2:33]([O:35][C:36](=[O:42])[CH:37](Br)[CH:38]([CH3:40])[CH3:39])[CH3:34].BrC1C=CC=CC=1CC(OCC)=O>>[CH2:1]([C:13]1[N:14]=[N:15][N:16]([CH:37]([CH:38]([CH3:40])[CH3:39])[C:36]([O:35][CH2:33][CH3:34])=[O:42])[N:17]=1)[CH2:2][CH2:3][CH2:4][CH2:5][CH2:6][CH2:7][CH2:8][CH2:9][CH2:10][CH2:11][CH3:12]. Reported procedure: When in the general procedure of Example 71 an appropriate amount of 5-dodecyl-1H-tetrazole was substituted for 5-decyl-1H-tetrazole and an appropriate amount of ethyl-2-bromo-3-methylbutyrate was substituted for ethyl 2-bromophenylacetate, the title compound was obtained. 1H NMR (CDCl3): δ5.26-5.23 (d, 1H); 4.29-4.19 (q, 2H); 2.94-2.77 (m, 3H); 1.82-1.70 (m, 2H); 1.31-1.20 (m, 21H); 1.08-1.05 (d, 3H); 0.97-0.95 (d, 3H) and 0.90-0.85 (t, 3H) ppm. Starting materials: C(CCCCCCCCCCC)C1=NN=NN1 (5-dodecyl-1H-tetrazole), BrC1=C(C=CC=C1)CC(=O)OCC (ethyl 2-bromophenylacetate), C(CCCCCCCCC)C1=NN=NN1 (5-decyl-1H-tetrazole), C(C)OC(C(C(C)C)Br)=O (ethyl-2-bromo-3-methylbutyrate). Starting materials: [Br-].C(=O)(O)CC[P+](C1=CC=CC=C1)(C1=CC=CC=C1)C1=CC=CC=C1 ((2-carboxyethyl)triphenylphosphonium bromide), C[Si](C)(C)[N-][Si](C)(C)C.[Na+] (NaHMDS), O1CCC2=C1C(=CC=C2)C=O (2,3-Dihydro-1-benzofuran-7-carbaldehyde). Run in O (water), C1CCOC1 (THF). Reaction conditions: time 20 minute. The product is O1CCC2=C1C(=CC=C2)C=CCC(=O)O (4-(2,3-dihydro-1-benzofuran-7-yl)but-3-enoic acid). As a reaction SMILES: [Br-].[C:2]([CH2:5][CH2:6][P+](C1C=CC=CC=1)(C1C=CC=CC=1)C1C=CC=CC=1)([OH:4])=[O:3].C[Si]([N-][Si](C)(C)C)(C)C.[Na+].[O:36]1[C:40]2[C:41]([CH:45]=O)=[CH:42][CH:43]=[CH:44][C:39]=2[CH2:38][CH2:37]1>C1COCC1.O>[O:36]1[C:40]2[C:41]([CH:45]=[CH:6][CH2:5][C:2]([OH:4])=[O:3])=[CH:42][CH:43]=[CH:44][C:39]=2[CH2:38][CH2:37]1 |f:0.1,2.3|. Procedure details: To a solution of (2-carboxyethyl)triphenylphosphonium bromide (617 mg, 1.5 mmol) in THF (20 mL) was added NaHMDS (1.5 mL, 3.0 mmol) at −20° C., and the reaction was stirred for 20 min. 2,3-Dihydro-1-benzofuran-7-carbaldehyde (200 mg, 1.4 mmol) was added to the reaction at −78° C., and the reaction was stirred overnight while warming to rt. The reaction was diluted with water (30 mL) and extracted with EtOAc (3×30 mL). Organics were washed with brine (30 mL), dried (Na2SO4), and concentrated to g... Reactants: C(C)C1=CC=C(S1)C(=O)O (5-ethyl-thiophene-2-carboxylic acid), S1C(=CC=C1)C(=O)O (2-thiophenecarboxylic acid), ICCCC (1-iodobutane). Product: C(CCC)C1=CC=C(S1)C(=O)O (5-n-Butyl-thiophene-2-carboxylic acid). Reaction SMILES: [CH2:1]([C:3]1[S:7][C:6]([C:8]([OH:10])=[O:9])=[CH:5][CH:4]=1)[CH3:2].S1C=C[CH:13]=[C:12]1C(O)=O.ICCCC>>[CH2:1]([C:3]1[S:7][C:6]([C:8]([OH:10])=[O:9])=[CH:5][CH:4]=1)[CH2:2][CH2:12][CH3:13]. Procedure: The title compound is prepared in analogy to 5-ethyl-thiophene-2-carboxylic acid starting from 2-thiophenecarboxylic acid and 1-iodobutane; LC-MS: tR=0.92 min.